From a dataset of the Open Reaction Database (ORD), a public repository of structured organic reaction records. describe an organic reaction: reactants, conditions, products, and yield The reactants are ClC1=CC(=C(C=C1C)O)[N+](=O)[O-] (4-Chloro-5-methyl-2-nitro-phenol), C(C)(C)(C)OC(=O)N1CCC(CC1)O (4-Hydroxy-piperidine-1-carboxylic acid tert-butyl ester), C1(=CC=CC=C1)P(C1=CC=CC=C1)C1=CC=CC=C1 (triphenylphosphine). Run in C1CCOC1 (THF). Run at time 2 hour. Product: C(C)(C)(C)OC(=O)N1CCC(CC1)OC1=C(C=C(C(=C1)C)Cl)[N+](=O)[O-] (4-(4-Chloro-5-methyl-2-nitro-phenoxy)-piperidine-1-carboxylic acid tert-butyl ester). RXN SMILES: [Cl:1][C:2]1[C:7]([CH3:8])=[CH:6][C:5]([OH:9])=[C:4]([N+:10]([O-:12])=[O:11])[CH:3]=1.[C:13]([O:17][C:18]([N:20]1[CH2:25][CH2:24][CH:23](O)[CH2:22][CH2:21]1)=[O:19])([CH3:16])([CH3:15])[CH3:14].C1(P(C2C=CC=CC=2)C2C=CC=CC=2)C=CC=CC=1>C1COCC1>[C:13]([O:17][C:18]([N:20]1[CH2:25][CH2:24][CH:23]([O:9][C:5]2[CH:6]=[C:7]([CH3:8])[C:2]([Cl:1])=[CH:3][C:4]=2[N+:10]([O-:12])=[O:11])[CH2:22][CH2:21]1)=[O:19])([CH3:16])([CH3:14])[CH3:15]. Procedure details: To a mixture of 4-Chloro-5-methyl-2-nitro-phenol (3.752 g, 20.0 mmol), 4-Hydroxy-piperidine-1-carboxylic acid tert-butyl ester (4.83 g, 24 mmol), and triphenylphosphine (6.23 g, 24 mmol) in 75 mL THF is added diisopropyl asodicarboxylate (4.73 mL, 245 mmol) in several portions at 22° C. for 1 h. The reaction is stirred at the same temperature for an additional 2 hrs. The reaction mixture is concentrated in vacuo. The residue is taken up in 50 mL ether, and let stand at 22° C. for 14 hrs. The res...